This data is from the Open Reaction Database (ORD), a public repository of structured organic reaction records. The task is: describe an organic reaction: reactants, conditions, products, and yield The reactants are FC1=C(C=CC(=C1)SC1=CC(=CC=C1)C)C1=CC=C(C=C1)CCC1(COC(OC1)(C)C)NC(C)=O (N-[5-{2-[2′-Fluoro-4′-(3-methylphenylthio)biphenyl-4-yl]ethyl}-2,2-dimethyl-1,3-dioxan-5-yl}acetamide), Cl (hydrochloric acid). Run in CO (methanol). Conditions: temperature 70 celsius, time 7 hour. Product: Cl.NC(CO)(CO)CCC1=CC=C(C=C1)C1=C(C=C(C=C1)SC1=CC(=CC=C1)C)F (2-amino-2-{2-[2′-fluoro-4′-(3-methylphenylthio)biphenyl-4-yl]ethyl}propane-1,3-diol hydrochloride). As a reaction SMILES: [F:1][C:2]1[CH:7]=[C:6]([S:8][C:9]2[CH:14]=[CH:13][CH:12]=[C:11]([CH3:15])[CH:10]=2)[CH:5]=[CH:4][C:3]=1[C:16]1[CH:21]=[CH:20][C:19]([CH2:22][CH2:23][C:24]2([NH:32]C(=O)C)[CH2:29][O:28]C(C)(C)[O:26][CH2:25]2)=[CH:18][CH:17]=1.[ClH:36]>CO>[ClH:36].[NH2:32][C:24]([CH2:23][CH2:22][C:19]1[CH:18]=[CH:17][C:16]([C:3]2[CH:4]=[CH:5][C:6]([S:8][C:9]3[CH:14]=[CH:13][CH:12]=[C:11]([CH3:15])[CH:10]=3)=[CH:7][C:2]=2[F:1])=[CH:21][CH:20]=1)([CH2:29][OH:28])[CH2:25][OH:26] |f:3.4|. Reported procedure: N-[5-{2-[2′-Fluoro-4′-(3-methylphenylthio)biphenyl-4-yl]ethyl}-2,2-dimethyl-1,3-dioxan-5-yl}acetamide (187 mg) was dissolved in methanol (4 mL), concentrated hydrochloric acid (2 mL) was added, and the mixture was stirred at 70° C. for 7 hr. The reaction mixture was concentrated, and the residual crude crystals were suspended in ethyl acetate and collected by filtration to give the title compound (52 mg) as white crystals. The reactants are C(=O)(O)[O-].[Na+] (NaHCO3), [Si](C1=CC=CC=C1)(C1=CC=CC=C1)(C(C)(C)C)OC[C@@H]1NC(O[C@H]1C1=CC=C(C=C1)OC)=O ((4S,5S)-4-(((tert-butyldiphenylsilyl)oxy)methyl)-5-(4-methoxyphenyl)-oxazolidin-2-one), ClC1=NC(=NC(=C1)Cl)N1CCOCC1 (4-(4,6-dichloropyrimidin-2-yl)morpholine), C(=O)([O-])[O-].[Cs+].[Cs+] (Cs2CO3). Reagents/catalysts: C=1C=CC(=CC1)/C=C/C(=O)/C=C/C2=CC=CC=C2.C=1C=CC(=CC1)/C=C/C(=O)/C=C/C2=CC=CC=C2.C=1C=CC(=CC1)/C=C/C(=O)/C=C/C2=CC=CC=C2.[Pd].[Pd] (Pd2(dba)3), C1(=CC=CC=C1)P(C1=CC=CC=2C(C3=CC=CC(=C3OC12)P(C1=CC=CC=C1)C1=CC=CC=C1)(C)C)C1=CC=CC=C1.[Ar] (argon 4,5-bis(diphenylphosphino)-9,9-dimethylxanthene). Run in O1CCOCC1 (dioxane). Conditions: temperature 100 celsius. Product: [Si](C1=CC=CC=C1)(C1=CC=CC=C1)(C(C)(C)C)OC[C@@H]1N(C(O[C@H]1C1=CC=C(C=C1)OC)=O)C1=NC(=NC(=C1)Cl)N1CCOCC1 ((4S,5S)-4-(((tert-Butyldiphenylsilyl)oxy)methyl)-3-(6-chloro-2-morpholinopyrimidin-4-yl)-5-(4-methoxyphenyl)oxazolidin-2-one). Yield: 99.0%. RXN SMILES: [Si:1]([O:18][CH2:19][C@H:20]1[C@H:24]([C:25]2[CH:30]=[CH:29][C:28]([O:31][CH3:32])=[CH:27][CH:26]=2)[O:23][C:22](=[O:33])[NH:21]1)([C:14]([CH3:17])([CH3:16])[CH3:15])([C:8]1[CH:13]=[CH:12][CH:11]=[CH:10][CH:9]=1)[C:2]1[CH:7]=[CH:6][CH:5]=[CH:4][CH:3]=1.[Cl:34][C:35]1[CH:40]=[C:39](Cl)[N:38]=[C:37]([N:42]2[CH2:47][CH2:46][O:45][CH2:44][CH2:43]2)[N:36]=1.C([O-])([O-])=O.[Cs+].[Cs+].C([O-])(O)=O.[Na+]>O1CCOCC1.C1C=CC(/C=C/C(/C=C/C2C=CC=CC=2)=O)=CC=1.C1C=CC(/C=C/C(/C=C/C2C=CC=CC=2)=O)=CC=1.C1C=CC(/C=C/C(/C=C/C2C=CC=CC=2)=O)=CC=1.[Pd].[Pd].C1(P(C2C=CC=CC=2)C2C3OC4C(=CC=CC=4P(C4C=CC=CC=4)C4C=CC=CC=4)C(C)(C)C=3C=CC=2)C=CC=CC=1.[Ar]>[Si:1]([O:18][CH2:19][C@H:20]1[C@H:24]([C:25]2[CH:26]=[CH:27][C:28]([O:31][CH3:32])=[CH:29][CH:30]=2)[O:23][C:22](=[O:33])[N:21]1[C:39]1[CH:40]=[C:35]([Cl:34])[N:36]=[C:37]([N:42]2[CH2:47][CH2:46][O:45][CH2:44][CH2:43]2)[N:38]=1)([C:14]([CH3:17])([CH3:16])[CH3:15])([C:2]1[CH:7]=[CH:6][CH:5]=[CH:4][CH:3]=1)[C:8]1[CH:9]=[CH:10][CH:11]=[CH:12][CH:13]=1 |f:2.3.4,5.6,8.9.10.11.12,13.14|. Procedure details: To a solution of (4S,5S)-4-(((tert-butyldiphenylsilyl)oxy)methyl)-5-(4-methoxyphenyl)-oxazolidin-2-one (1.65 g, 3.57 mmol), 4-(4,6-dichloropyrimidin-2-yl)morpholine (920 mg, 3.93 mmol) and Cs2CO3 (1.75 g, 5.36 mmol) in dioxane (20 mL) was added after purging with argon 4,5-bis(diphenylphosphino)-9,9-dimethylxanthene (145 mg, 250 μmol) and Pd2(dba)3 (65 mg, 0.071 mmol), and the reaction mixture was heated for 5 h at 100° C. The reaction mixture was added to 10% aqueous NaHCO3 solution and extract... Reactants: BrC=1C=CC(=NC1)F (5-bromo-2-fluoropyridine), C(C)B(CC)CC (triethylborane), C(=O)([O-])[O-].[K+].[K+] (K2CO3). Reagents/catalysts: C=1C=CC(=CC1)[P](C=2C=CC=CC2)(C=3C=CC=CC3)[Pd]([P](C=4C=CC=CC4)(C=5C=CC=CC5)C=6C=CC=CC6)([P](C=7C=CC=CC7)(C=8C=CC=CC8)C=9C=CC=CC9)[P](C=1C=CC=CC1)(C=1C=CC=CC1)C=1C=CC=CC1 (Pd(PPh3)4). Solvent: O (water), CN(C=O)C (N,N-dimethylformamide). Product: C(C)C=1C=CC(=NC1)F (5-Ethyl-2-fluoropyridine). Reaction SMILES: Br[C:2]1[CH:3]=[CH:4][C:5]([F:8])=[N:6][CH:7]=1.[CH2:9](B(CC)CC)[CH3:10].C([O-])([O-])=O.[K+].[K+]>CN(C)C=O.O.C1C=CC([P]([Pd]([P](C2C=CC=CC=2)(C2C=CC=CC=2)C2C=CC=CC=2)([P](C2C=CC=CC=2)(C2C=CC=CC=2)C2C=CC=CC=2)[P](C2C=CC=CC=2)(C2C=CC=CC=2)C2C=CC=CC=2)(C2C=CC=CC=2)C2C=CC=CC=2)=CC=1>[CH2:9]([C:2]1[CH:3]=[CH:4][C:5]([F:8])=[N:6][CH:7]=1)[CH3:10] |f:2.3.4,^1:31,33,52,71|. Procedure: A mixture of 5-bromo-2-fluoropyridine (2-a, 5.03 g, 28.6 mmol, Lancaster Synthesis, Inc., Wyndham, N.H.), triethylborane (1M in tetrahydroftiran, 42.8 mL, 42.8 mmol), K2CO3 (15.8 g, 114.2 mmol) and Pd(PPh3)4 (1.65 g, 1.43 mmol) in N,N-dimethylformamide was heated at 85 C for 4 h. The reaction mixture was diluted with water and extracted with hexanes. The organic layer was then washed with water (×2), separated, dried (MgSO4), and concentrated in vacuo. Chromatography (50%, CH2Cl2 in hexanes) aff... Starting materials: C(CC(O)(C(=O)O)CC(=O)O)(=O)O (Citric acid), COC1=NC(=CC(=N1)OC1CN2C(N(CCCCC=CC3CC3(NC(C2C1)=O)C(=O)O)C)=O)C1=CC=CC=C1 (17-(2-Methoxy-6-phenyl-pyrimidin-4-yloxy)-13-methyl-2,14-dioxo-3,13,15-triaza-tricyclo[13.3.0.0*4,6*]octa dec-7-ene-4-carboxylic acid), CCN=C=NCCCN(C)C (EDAC), C1(CC1)S(=O)(=O)N (Cyclopropane sulphonic amide), C1CCC2=NCCCN2CC1 (DBU). The solvent is C(Cl)Cl (DCM). Reaction conditions: time 1 hour. Yields the product COC1=NC(=CC(=N1)OC1CN2C(N(CCCCC=CC3CC3(NC(C2C1)=O)C(=O)NS(=O)(=O)C1CC1)C)=O)C1=CC=CC=C1 (Cyclopropanesulfonic acid [17-(2-methoxy-6-phenyl-pyrimidin-4-yloxy)-13-methyl-2,14-dioxo-3,13,15-triaza-tricyclo[13.3.0.0*4,6*]octadec-7-ene-4-carbonyl]-amide). The yield is 53.6%. As a reaction SMILES: [CH3:1][O:2][C:3]1[N:8]=[C:7]([O:9][CH:10]2[CH2:27][CH:26]3[N:12]([C:13](=[O:33])[N:14]([CH3:32])[CH2:15][CH2:16][CH2:17][CH2:18][CH:19]=[CH:20][CH:21]4[C:23]([C:29]([OH:31])=O)([NH:24][C:25]3=[O:28])[CH2:22]4)[CH2:11]2)[CH:6]=[C:5]([C:34]2[CH:39]=[CH:38][CH:37]=[CH:36][CH:35]=2)[N:4]=1.CCN=C=NCCCN(C)C.[CH:51]1([S:54]([NH2:57])(=[O:56])=[O:55])[CH2:53][CH2:52]1.C1CCN2C(=NCCC2)CC1.C(O)(=O)CC(CC(O)=O)(C(O)=O)O>C(Cl)Cl>[CH3:1][O:2][C:3]1[N:8]=[C:7]([O:9][CH:10]2[CH2:27][CH:26]3[N:12]([C:13](=[O:33])[N:14]([CH3:32])[CH2:15][CH2:16][CH2:17][CH2:18][CH:19]=[CH:20][CH:21]4[C:23]([C:29]([NH:57][S:54]([CH:51]5[CH2:53][CH2:52]5)(=[O:56])=[O:55])=[O:31])([NH:24][C:25]3=[O:28])[CH2:22]4)[CH2:11]2)[CH:6]=[C:5]([C:34]2[CH:35]=[CH:36][CH:37]=[CH:38][CH:39]=2)[N:4]=1. Procedure details: Compound 1i (78 mg, 0.146 mmol) and EDAC (34 mg, 0.175 mmol) were dissolved in DCM (3 ml). The reaction mixture was stirred at room temperature for 1 h (LC-MS indicated presence of the intermediate). Cyclopropane sulphonic amide (20 mg, 0.161 mmol) and DBU (46 μl, 0.307 mmol) were added and the reaction mixture was stirred at RT for 3.5 h. Citric acid (5%) was added and the organic layer was separated and washed with brine, dried (MgSO4), filtered and evaporated. The residue was purified by prep... Reactants: solution, C(COCCOCCOCCO)O (tetraethylene glycol), C=1(C(=CC=CC1)S(=O)(=O)O)C (toluenesulfonic acid), O1CCCC=C1 (3,4-dihydro-2H-pyran). Run in C(Cl)Cl (methylene chloride). Conditions: time 3.5 hour. Product: O1C(CCCC1)OCCOCCOCCOCCO (Tetraethylene glycol mono-tetrahydropyran-2-yl ether). Reaction SMILES: [CH2:1]([OH:13])[CH2:2][O:3][CH2:4][CH2:5][O:6][CH2:7][CH2:8][O:9][CH2:10][CH2:11][OH:12].C1(C)C(S(O)(=O)=O)=CC=CC=1.[O:25]1[CH:30]=[CH:29][CH2:28][CH2:27][CH2:26]1>C(Cl)Cl>[O:25]1[CH2:30][CH2:29][CH2:28][CH2:27][CH:26]1[O:12][CH2:11][CH2:10][O:9][CH2:8][CH2:7][O:6][CH2:5][CH2:4][O:3][CH2:2][CH2:1][OH:13]. Procedure details: To a 20 mL solution of methylene chloride containing tetraethylene glycol (15 mmol, 2.91 g) and toluenesulfonic acid (20 mg) was added dropwise via syringe 3,4-dihydro-2H-pyran (12 mmol, 1.0 g, 1.1 mL). The reaction mixture was stirred for 3.5 h, and the solvent was removed by rotary evaporation. Mono-tetrahydropyran 1 was isolated by flash chromatography on silica eluting with 1:1 tetrahydrofuran/methylene chloride, affording 1.82 g of a clear, colorless oil (44% yield). 1H NMR (400 MHz, CDCl3)... Starting materials: ClC=1C=C(C=C2CN(C(C12)=O)CC1=CC=C(C=C1)OC(F)(F)F)OCC(F)F (7-chloro-5-(2,2-Difluoro-ethoxy)-2-(4-trifluoromethoxy-benzyl)-2,3-dihydro-isoindol-1-one), C[O-].[Na+].CO (sodium methoxide methanol), C(C)(=O)OCC (ethyl acetate). Run in CCCCCC (hexane), CO (methanol). Run at temperature 100 celsius, time 1 hour. Product: FC(COC=1C=C2CN(C(C2=C(C1)OC)=O)CC1=CC=C(C=C1)OC(F)(F)F)F (5-(2,2-Difluoro-ethoxy)-7-methoxy-2-(4-trifluoromethoxy-benzyl)-2,3-dihydro-isoindol-1-one). Yield: 51.0%. Reaction SMILES: Cl[C:2]1[CH:3]=[C:4]([O:24][CH2:25][CH:26]([F:28])[F:27])[CH:5]=[C:6]2[C:10]=1[C:9](=[O:11])[N:8]([CH2:12][C:13]1[CH:18]=[CH:17][C:16]([O:19][C:20]([F:23])([F:22])[F:21])=[CH:15][CH:14]=1)[CH2:7]2.C[O-].[Na+].CO.[C:34](OCC)(=[O:36])C>CO.CCCCCC>[F:28][CH:26]([F:27])[CH2:25][O:24][C:4]1[CH:5]=[C:6]2[C:10](=[C:2]([O:36][CH3:34])[CH:3]=1)[C:9](=[O:11])[N:8]([CH2:12][C:13]1[CH:18]=[CH:17][C:16]([O:19][C:20]([F:22])([F:21])[F:23])=[CH:15][CH:14]=1)[CH2:7]2 |f:1.2.3|. Reported procedure: A mixture of 7-chloro-5-(2,2-Difluoro-ethoxy)-2-(4-trifluoromethoxy-benzyl)-2,3-dihydro-isoindol-1-one (0.057 g, 0.14 mmol), and 30% sodium methoxide-methanol (0.12 mL) in methanol (4 mL) was stirred at 100° C. for 1 h. Workup and silica gel column chromatography using 30% ethyl acetate in hexane afforded 5-(2,2-Difluoro-ethoxy)-7-methoxy-2-(4-trifluoromethoxy-benzyl)-2,3-dihydro-isoindol-1-one (0.030 g, 51%). 1H NMR (300 MHz, CDCl3): δ (ppm) 3.96 (s, 3H), 4.22 (m, 4H), 4.73 (s, 2H), 5.94-6.32 (...